The task is: describe an organic reaction: reactants, conditions, products, and yield. This data is from the Open Reaction Database (ORD), a public repository of structured organic reaction records. Run at time 8 hour. The product is BrC=1C=C(SC1C)C=O (4-bromo-5-methylthiophene-2-carbaldehyde). Run in C(C)(=O)O (acetic acid), C(C)(=O)O (acetic acid). Yield: 50.0%. The reactants are C(O)([O-])=O.[Na+] (sodium hydrogen carbonate), CC1=CC=C(S1)C=O (5-methylthiophene-2-carbaldehyde), BrBr (bromine). As a reaction SMILES: [CH3:1][C:2]1[S:6][C:5]([CH:7]=[O:8])=[CH:4][CH:3]=1.[Br:9]Br.C(=O)([O-])O.[Na+]>C(O)(=O)C>[Br:9][C:3]1[CH:4]=[C:5]([CH:7]=[O:8])[S:6][C:2]=1[CH3:1] |f:2.3|. Procedure: To a solution of 5-methylthiophene-2-carbaldehyde (50.0 g) in acetic acid (400 mL) was added dropwise a solution of bromine (25 mL) in acetic acid (200 mL) at room temperature over 6 hr. After the dropwise addition, the reaction mixture was stirred overnight, neutralized with saturated aqueous sodium hydrogen carbonate solution, and extracted with ethyl acetate. The ethyl acetate layer was washed with saturated brine, dried (MgSO4) and concentrated. The obtained residue was dissolved in toluene ... Starting materials: solution, [N+](=O)([O-])C=1C=NC=CC1NC (3-nitro-4-methylaminopyridine). Reagents/catalysts: [Pt]=O (platinum oxide). Solvent: C(C)O (ethanol). Conditions: time 7.5 hour. The product is NC=1C=NC=CC1NC (3-Amino-4-methylaminopyridine). The yield is 79.7%. RXN SMILES: [N+:1]([C:4]1[CH:5]=[N:6][CH:7]=[CH:8][C:9]=1[NH:10][CH3:11])([O-])=O>C(O)C.[Pt]=O>[NH2:1][C:4]1[CH:5]=[N:6][CH:7]=[CH:8][C:9]=1[NH:10][CH3:11]. Procedure details: 150 mg of platinum oxide was added to 10 ml of a solution of 3-nitro-4-methylaminopyridine (1.5 g) in ethanol. The mixture was stirred under a hydrogen atmosphere at room temperature for 7.5 hours. Platinum oxide was removed by filtration, and the filtrate was concentrated. Thus, 962 mg (yield: 80%) of the intended product was obtained as brown crude crystals. Starting materials: ClC1=CC=C(CCl)C=C1 (4-chlorobenzyl chloride), O (water), N1(C=NC=C1)CC(C(C)(C)C1OCCO1)=O (1-(imidazol-1-yl)-3-(dioxolan-2-yl)-3-methyl-butan-2-one), [OH-].[K+] (potassium hydroxide). Solvent: CS(=O)C (dimethylsulphoxide), CS(=O)C (dimethylsulphoxide). Conditions: time 15 hour. The product is ClC1=CC=C(C=C1)CC(C(C(C)(C)C1OCCO1)=O)N1C=NC=C1 (1-(4-chlorophenyl)-4-(dioxolan-2-yl)-2-(imidazol-1-yl)-4-methyl-pentan-3-one). The yield is 30.6%. As a reaction SMILES: [N:1]1([CH2:6][C:7](=[O:16])[C:8]([CH:11]2[O:15][CH2:14][CH2:13][O:12]2)([CH3:10])[CH3:9])[CH:5]=[CH:4][N:3]=[CH:2]1.[OH-].[K+].[Cl:19][C:20]1[CH:27]=[CH:26][C:23]([CH2:24]Cl)=[CH:22][CH:21]=1.O>CS(C)=O>[Cl:19][C:20]1[CH:27]=[CH:26][C:23]([CH2:24][CH:6]([N:1]2[CH:5]=[CH:4][N:3]=[CH:2]2)[C:7](=[O:16])[C:8]([CH:11]2[O:15][CH2:14][CH2:13][O:12]2)([CH3:10])[CH3:9])=[CH:22][CH:21]=1 |f:1.2|. Procedure: 30 g (0.131 mol) of 1-(imidazol-1-yl)-3-(dioxolan-2-yl)-3-methyl-butan-2-one are dissolved in 130 ml of dimethylsulphoxide, 7.5 g of powdered potassium hydroxide are added at 10° C., and 21 g of 4-chlorobenzyl chloride (0.131 mol), dissolved in 30 ml of dimethylsulphoxide, are added dropwise. After stirring has been carried out for 15 hours at 20° C., the suspension is poured onto 500 ml of water, the mixture is extracted with 600 ml of methylene chloride, the organic phase is extracted with 1 l... The reactants are C(C1=CC=CC=C1)OC(=O)N1CCNCC1 (1-(Benzyloxycarbonyl)piperazine), C(C1=CC=CC=C1)OC=1C=C(C=CC1C(CBr)=O)NC(C)=O (N-[3-benzyloxy-4-(2-bromo-acetyl)phenyl]-acetamide), C([O-])([O-])=O.[K+].[K+] (potassium carbonate). Run in CN(C)C=O (DMF). Reaction conditions: time 18 hour. The product is C(C)(=O)NC1=CC(=C(C=C1)C(CN1CCN(CC1)C(=O)OCC1=CC=CC=C1)=O)OCC1=CC=CC=C1 (4′-acetamido-2′-benzyloxy-2-[4-(benzyloxycarbonyl)piperazin-1-yl]acetophenone). The yield is 41.2%. Reaction SMILES: [CH2:1]([O:8][C:9]([N:11]1[CH2:16][CH2:15][NH:14][CH2:13][CH2:12]1)=[O:10])[C:2]1[CH:7]=[CH:6][CH:5]=[CH:4][CH:3]=1.[CH2:17]([O:24][C:25]1[CH:26]=[C:27]([NH:35][C:36](=[O:38])[CH3:37])[CH:28]=[CH:29][C:30]=1[C:31](=[O:34])[CH2:32]Br)[C:18]1[CH:23]=[CH:22][CH:21]=[CH:20][CH:19]=1.C(=O)([O-])[O-].[K+].[K+]>CN(C=O)C>[C:36]([NH:35][C:27]1[CH:28]=[CH:29][C:30]([C:31](=[O:34])[CH2:32][N:14]2[CH2:15][CH2:16][N:11]([C:9]([O:8][CH2:1][C:2]3[CH:7]=[CH:6][CH:5]=[CH:4][CH:3]=3)=[O:10])[CH2:12][CH2:13]2)=[C:25]([O:24][CH2:17][C:18]2[CH:19]=[CH:20][CH:21]=[CH:22][CH:23]=2)[CH:26]=1)(=[O:38])[CH3:37] |f:2.3.4|. Procedure details: 1-(Benzyloxycarbonyl)piperazine (117 μL, 134 mg, 0.607 mmol) was added to a mixture of N-[3-benzyloxy-4-(2-bromo-acetyl)phenyl]-acetamide (200 mg, 0.552 mmol) and potassium carbonate (115 mg, 0.828 mmol) in DMF (5 mL), and stirred at room temperature for 18 hours. The solvent was removed in vacuo, and taken up in brine (25 mL). The aqueous was extracted with DCM (3×25 mL) and the combined organics dried (MgSO4). The solvents were removed in vacuo, and the product was purified by preparative HPLC... Starting materials: ClCC1CO1, Oc1cccc2[nH]c3ccccc3c12. Product: c1ccc2c(c1)[nH]c1cccc(OCC3CO3)c12. As a reaction SMILES: [Cl:15][CH2:16][CH:17]1[CH2:18][O:19]1.[OH:1][c:2]1[cH:3][cH:4][cH:5][c:6]2[nH:7][c:8]3[cH:9][cH:10][cH:11][cH:12][c:13]3[c:14]12>>[O:1]([c:2]1[cH:3][cH:4][cH:5][c:6]2[nH:7][c:8]3[cH:9][cH:10][cH:11][cH:12][c:13]3[c:14]12)[CH2:16][CH:17]1[CH2:18][O:19]1.